Dataset: the Open Reaction Database (ORD), a public repository of structured organic reaction records. Task: describe an organic reaction: reactants, conditions, products, and yield Starting materials: FC(C(=O)O)(F)F (trifluoroacetic acid), C=1C=CC2=C(C1)N=NN2O (HOBt), N1CCOCC1 (morpholine), O=CCCC(=O)O (4-ketobutyric acid), C(#N)[BH3-].[Na+] (sodium cyanoborohydride), C(C)(C)(C)OC(=O)N([C@@H](C(C)C)C(=O)N[C@@H](C(C)C)C(=O)N(C)[C@H]([C@@H](CC(=O)N1[C@@H](CCC1)[C@@H]([C@H](C(=O)N[C@@H](CC1=CC=CC=C1)C(=O)O)C)OC)OC)[C@H](CC)C)C (N-(tert.-butoxycarbonyl)-N-methyl-L-valyl-N-[(3R,4S,5S)-1-{(2S)-2-[(1R,2R)-3-{[(1S)-1-carboxy-2-phenylethyl]amino}-1-methoxy-2-methyl-3-oxopropyl]pyrrolidin-1-yl}-3-methoxy-5-methyl-1-oxoheptan-4-yl]-N-methyl-L-valinamide), C(C)(C)(C)OC(=O)N([C@@H](C(C)C)C(=O)N[C@@H](C(C)C)C(=O)N(C)[C@H]([C@@H](CC(=O)N1[C@@H](CCC1)[C@@H]([C@H](C(=O)N[C@@H](CC1=CC=CC=C1)C(=O)O)C)OC)OC)[C@H](CC)C)C (N-(tert.-butoxycarbonyl)-N-methyl-L-valyl-N-[(3R,4S,5S)-1-{(2S)-2-[(1R,2R)-3-{[(1S)-1-carboxy-2-phenylethyl]amino}-1-methoxy-2-methyl-3-oxopropyl]pyrrolidin-1-yl}-3-methoxy-5-methyl-1-oxoheptan-4-yl]-N-methyl-L-valinamide), Boc. Solvent: C(CCl)Cl (EDC). Yields the product compound, C(=O)(O)CCCN([C@@H](C(C)C)C(=O)N[C@@H](C(C)C)C(=O)N(C)[C@H]([C@@H](CC(=O)N1[C@@H](CCC1)[C@@H]([C@H](C(=O)N[C@H](C(=O)N1CCOCC1)CC1=CC=CC=C1)C)OC)OC)[C@H](CC)C)C (N-(3-carboxypropyl)-N-methyl-L-valyl-N-[(3R,4S,5S)-3-methoxy-1-{(2S)-2-[(1R,2R)-1-methoxy-2-methyl-3-{[(2S)-1-(morpholin-4-yl)-1-oxo-3-phenylpropane-2-yl]amino}-3-oxopropyl]pyrrolidin-1-yl}-5-methyl-1-oxoheptan-4-yl]-N-methyl-L-valinamide). The yield is 76.0%. Reaction SMILES: C(OC([N:8]([CH3:59])[C@H:9]([C:13]([NH:15][C@H:16]([C:20]([N:22]([C@@H:24]([C@@H:55]([CH3:58])[CH2:56][CH3:57])[C@H:25]([O:53][CH3:54])[CH2:26][C:27]([N:29]1[CH2:33][CH2:32][CH2:31][C@H:30]1[C@H:34]([O:51][CH3:52])[C@@H:35]([CH3:50])[C:36]([NH:38][C@H:39]([C:47]([OH:49])=O)[CH2:40][C:41]1[CH:46]=[CH:45][CH:44]=[CH:43][CH:42]=1)=[O:37])=[O:28])[CH3:23])=[O:21])[CH:17]([CH3:19])[CH3:18])=[O:14])C(C)C)=O)(C)(C)C.[NH:60]1[CH2:65][CH2:64][O:63][CH2:62][CH2:61]1.[CH:66]1[CH:67]=CC2N(O)N=NC=2[CH:71]=1.FC(F)(F)C(O)=O.O=[CH:84][CH2:85][CH2:86][C:87]([OH:89])=[O:88].C([BH3-])#N.[Na+]>C(Cl)CCl>[C:87]([CH2:86][CH2:85][CH2:84][N:8]([CH3:59])[C@H:9]([C:13]([NH:15][C@H:16]([C:20]([N:22]([C@@H:24]([C@@H:55]([CH3:58])[CH2:56][CH3:57])[C@H:25]([O:53][CH3:54])[CH2:26][C:27]([N:29]1[CH2:33][CH2:32][CH2:31][C@H:30]1[C@H:34]([O:51][CH3:52])[C@@H:35]([CH3:50])[C:36]([NH:38][C@@H:39]([CH2:40][C:41]1[CH:46]=[CH:45][CH:44]=[CH:43][CH:42]=1)[C:47]([N:60]1[CH2:65][CH2:64][O:63][CH2:62][CH2:61]1)=[O:49])=[O:37])=[O:28])[CH3:23])=[O:21])[CH:17]([CH3:19])[CH3:18])=[O:14])[CH:66]([CH3:67])[CH3:71])([OH:89])=[O:88] |f:5.6|. Procedure details: First, the amine compound N-methyl-L-valyl-N-[(3R,4S,5S)-3-methoxy-1-{(2S)-2-[(1R,2R)-1-methoxy-2-methyl-3-{[(2S)-1-(morpholin-4-yl)-1-oxo-3-phenylpropane-2-yl]amino}-3-oxopropyl]pyrrolidin-1-yl}-5-methyl-1-oxoheptan-4-yl]-N-methyl-L-valinamide was produced as sodium trifluoroacetate, analogous to the synthesis described in example 15 by means of coupling N-(tert.-butoxycarbonyl)-N-methyl-L-valyl-N-[(3R,4S,5S)-1-{(2S)-2-[(1R,2R)-3-{[(1S)-1-carboxy-2-phenylethyl]amino}-1-methoxy-2-methyl-3-oxopro... Starting materials: CCOC(=O)C=O, Cc1ccccc1, CC(N)c1ccccc1. Yields the product CCOC(=O)C=NC(C)c1ccccc1. As a reaction SMILES: [C:10]([CH:11]=[O:12])(=[O:13])[O:14][CH2:15][CH3:16].[CH3:17][c:18]1[cH:19][cH:20][cH:21][cH:22][cH:23]1.[CH3:1][CH:2]([NH2:3])[c:4]1[cH:5][cH:6][cH:7][cH:8][cH:9]1>>[CH3:1][CH:2]([N:3]=[CH:11][C:10](=[O:13])[O:14][CH2:15][CH3:16])[c:4]1[cH:5][cH:6][cH:7][cH:8][cH:9]1. Reaction SMILES: [Cl:1][C:2]1[CH:3]=[C:4]([CH3:19])[C:5]2[O:11][CH2:10][CH2:9][CH2:8][CH:7](NS(CC)(=O)=O)[C:6]=2[CH:18]=1.[H-].[Na+].C(I)CCC>CN(C=O)C>[Cl:1][C:2]1[CH:3]=[C:4]([CH3:19])[C:5]2[O:11][CH2:10][CH2:9][CH2:8][CH2:7][C:6]=2[CH:18]=1 |f:1.2|. The reactants are C(CCC)I (butyl iodide), ClC=1C=C(C2=C(C(CCCO2)NS(=O)(=O)CC)C1)C (7-chloro-9-methyl-5-(N-ethylsulfonylamino)-2,3,4,5-tetrahydro-1-benzoxepine), [H-].[Na+] (sodium hydride). The solvent is CN(C)C=O (DMF), CN(C)C=O (DMF). Run at time 30 minute. The product is ClC=1C=C(C2=C(CCCCO2)C1)C (7-chloro-9-methyl-2,3,4,5-tetrahydro-1-benzoxepine). Reported procedure: A solution of 0.8 g (2.6 mmol) of 7-chloro-9-methyl-5-(N-ethylsulfonylamino)-2,3,4,5-tetrahydro-1-benzoxepine (Example 10c) in 10 ml of DMF was added dropwise under nitrogen to a suspension of 0.1 g (2.7 mmol) of 80 percent sodium hydride in 8 ml of DMF. After stirring at RT for 30 min, 0.68 g (3.7 mmol) of butyl iodide was added dropwise and the mixture was additionally stirred overnight at RT. After distilling off the solvent, the residue was treated with water and extracted with EA. After was... The reactants are ClC(C(=O)ON=C(C(=O)Cl)C=1SC=CC1)Cl (2-dichloroacetoxyimino-(thien-2-yl)acetyl chloride), C(C)(=O)OCC=1CS[C@H]2N(C1C(=O)OC(C)(C)C)C([C@H]2N)=O (t-butyl 3-acetoxymethyl-7β-aminoceph-3-em-4-carboxylate), C1C(C)O1 (propylene oxide). The solvent is C(C)(=O)OCC (ethyl acetate), C(C)(=O)OCC (ethyl acetate). The product is C(C)(=O)OCC=1CS[C@H]2N(C1C(=O)OC(C)(C)C)C([C@H]2NC(C(C=2SC=CC2)=NOC(C(Cl)Cl)=O)=O)=O (t-Butyl 3-acetoxymethyl-7β-[2-dichloroacetoxyimino-2-(thien-2-yl)-acetamido]-ceph-3-em-4-carboxylate). RXN SMILES: [Cl:1][CH:2]([Cl:16])[C:3]([O:5][N:6]=[C:7]([C:11]1[S:12][CH:13]=[CH:14][CH:15]=1)[C:8](Cl)=[O:9])=[O:4].[C:17]([O:20][CH2:21][C:22]1[CH2:23][S:24][C@@H:25]2[C@H:36]([NH2:37])[C:35](=[O:38])[N:26]2[C:27]=1[C:28]([O:30][C:31]([CH3:34])([CH3:33])[CH3:32])=[O:29])(=[O:19])[CH3:18].C1OC1C>C(OCC)(=O)C>[C:17]([O:20][CH2:21][C:22]1[CH2:23][S:24][C@@H:25]2[C@H:36]([NH:37][C:8](=[O:9])[C:7](=[N:6][O:5][C:3](=[O:4])[CH:2]([Cl:16])[Cl:1])[C:11]3[S:12][CH:13]=[CH:14][CH:15]=3)[C:35](=[O:38])[N:26]2[C:27]=1[C:28]([O:30][C:31]([CH3:32])([CH3:33])[CH3:34])=[O:29])(=[O:19])[CH3:18]. Procedure details: A solution of 2-dichloroacetoxyimino-(thien-2-yl)acetyl chloride (syn-isomer) in ethyl acetate (300 ml.) was added to a stirred solution of t-butyl 3-acetoxymethyl-7β-aminoceph-3-em-4-carboxylate (43 g) and propylene oxide (34 ml.) in ethyl acetate (400 ml.) at 20°. Initially a solid precipitated out but it gradually redissolved. The temperature was maintained between 20° and 30° by alternately cooling and warming the solution. After 4 hours the solution was washed with 2 N-hydrochloric acid, sa... Reactants: CCCC[Sn](Cl)(CCCC)CCCC, C1CCOC1, Clc1ccnc2ccsc12, O. The product is CCCC[Sn](CCCC)(CCCC)c1cc2nccc(Cl)c2s1. Reaction SMILES: [CH2:11]([CH2:12][CH2:13][CH3:14])[Sn:15]([CH2:16][CH2:17][CH2:18][CH3:19])([CH2:20][CH2:21][CH2:22][CH3:23])[Cl:24].[CH2:25]1[O:26][CH2:27][CH2:28][CH2:29]1.[Cl:1][c:2]1[c:3]2[c:4]([n:5][cH:6][cH:7]1)[cH:8][cH:9][s:10]2.[OH2:30]>>[Cl:1][c:2]1[c:3]2[c:4]([n:5][cH:6][cH:7]1)[cH:8][c:9]([Sn:15]([CH2:11][CH2:12][CH2:13][CH3:14])([CH2:16][CH2:17][CH2:18][CH3:19])[CH2:20][CH2:21][CH2:22][CH3:23])[s:10]2.